Dataset: the Open Reaction Database (ORD), a public repository of structured organic reaction records. Task: describe an organic reaction: reactants, conditions, products, and yield The reactants are 21, ClCC(=O)Cl (chloroacetyl chloride), CN1C(=C(C=2NC3=C(NC(C21)=O)C=CC=C3)C)C (1,2,3-trimethyl-1,4,9,10-tetrahydropyrrolo[3,2-b][1,5-]benzodiazepin-10-one), C([O-])([O-])=O.[K+].[K+] (potassium carbonate), O1CCOCC1 (dioxane). Run in C1(=CC=CC=C1)C (toluene), C1(=CC=CC=C1)C (toluene). Reaction conditions: time 2 hour. Yields the product ClCC(=O)N1C2=C(C(NC3=C1C=CC=C3)=O)N(C(=C2C)C)C (4-Chloroacetyl-1,2,3-trimethyl-1,4,9,10-tetrahydropyrrolo[3,2-b][1,5]benzodiazepin-10-one). Reaction SMILES: [Cl:1][CH2:2][C:3](Cl)=[O:4].[CH3:6][N:7]1[C:16]2[C:15](=[O:17])[NH:14][C:13]3[CH:18]=[CH:19][CH:20]=[CH:21][C:12]=3[NH:11][C:10]=2[C:9]([CH3:22])=[C:8]1[CH3:23].C(=O)([O-])[O-].[K+].[K+].O1CCOCC1>C1(C)C=CC=CC=1>[Cl:1][CH2:2][C:3]([N:11]1[C:12]2[CH:21]=[CH:20][CH:19]=[CH:18][C:13]=2[NH:14][C:15](=[O:17])[C:16]2[N:7]([CH3:6])[C:8]([CH3:23])=[C:9]([CH3:22])[C:10]1=2)=[O:4] |f:2.3.4|. Reported procedure: A solution of 21 of chloroacetyl chloride in 10 ml of toluene is added dropwise to 31 g of 1,2,3-trimethyl-1,4,9,10-tetrahydropyrrolo[3,2-b][1,5-]benzodiazepin-10-one, 6 g of anhydrous potassium carbonate, 40 ml of dioxane and 20 ml of toluene in the course of 30 minutes at 70° to 80° C., and the thus-prepared mixture is stirred at this temperature for a further 2 hours. The mixture is concentrated to dryness, the residue is boiled 3 times with 25 ml of chloroform each time, and the filtrate is ... The reactants are CC1(CC(C2=C(N=C(S2)N=C=O)C1)C)C (5,5,7-Trimethyl-4,5,6,7-tetrahydrobenzothiazol-2-yl isocyanate), dimethyl acetal, CC(C=O)N (2-methyl-aminoacetaldehyde), C1(=CC=CC=C1)C (toluene). Run at time 1 hour. The product is dimethyl acetal, CN(C(=O)NC=1SC2=C(N1)CC(CC2C)(C)C)CC=O (2-[1-methyl-3-(5,5,7-trimethyl-4,5,6,7-tetrahydrobenzothiazol-2-yl)ureido]acetaldehyde). Reaction SMILES: [CH3:1][C:2]1([CH3:15])[CH2:13][C:6]2[N:7]=[C:8]([N:10]=[C:11]=[O:12])[S:9][C:5]=2[CH:4]([CH3:14])[CH2:3]1.C[CH:17]([NH2:20])[CH:18]=[O:19].[C:21]1(C)C=CC=CC=1>>[CH3:21][N:20]([CH2:17][CH:18]=[O:19])[C:11]([NH:10][C:8]1[S:9][C:5]2[CH:4]([CH3:14])[CH2:3][C:2]([CH3:15])([CH3:1])[CH2:13][C:6]=2[N:7]=1)=[O:12]. Procedure details: 5,5,7-Trimethyl-4,5,6,7-tetrahydrobenzothiazol-2-yl isocyanate dimer (7.5 grams), the dimethyl acetal of 2-methyl-aminoacetaldehyde (5 grams) and toluene (15 ml) were charged into a glass reaction vessel equipped with a mechanical stirrer and reflux condenser. The reaction mixture was then heated, with stirring for a period of about 1 hour. After this time the mixture was cooled and filtered. The filtrate was washed with water, dried and evaporated, leaving the desired product dimethyl acetal of... RXN SMILES: [Cl:36][CH2:37][Cl:38].[F:23][C:24]([c:25]1[cH:26][c:27]([C:28](=[O:29])[Cl:30])[cH:31][cH:32][cH:33]1)([F:34])[F:35].[NH2:1][c:2]1[c:3]([Cl:22])[c:4](-[c:9]2[cH:10][c:11]3[c:12]([n:13][c:14]([S:17][CH3:18])[n:15][cH:16]3)[n:19][c:20]2[NH2:21])[c:5]([Cl:8])[cH:6][cH:7]1>>[NH:1]([c:2]1[c:3]([Cl:22])[c:4](-[c:9]2[cH:10][c:11]3[c:12]([n:13][c:14]([S:17][CH3:18])[n:15][cH:16]3)[n:19][c:20]2[NH2:21])[c:5]([Cl:8])[cH:6][cH:7]1)[C:28]([c:27]1[cH:26][c:25]([C:24]([F:23])([F:34])[F:35])[cH:33][cH:32][cH:31]1)=[O:29]. Product: CSc1ncc2cc(-c3c(Cl)ccc(NC(=O)c4cccc(C(F)(F)F)c4)c3Cl)c(N)nc2n1. Reactants: ClCCl, O=C(Cl)c1cccc(C(F)(F)F)c1, CSc1ncc2cc(-c3c(Cl)ccc(N)c3Cl)c(N)nc2n1. The reactants are C(#N)C1=CC=C(OCC(C)NC([C@@H](N)C(C)C)=O)C=C1 (N1 -[2-(4-cyanophenoxy)-1-methylethyl]-L-valinamide), CN1CCOCC1 (N-methylmorpholine), ClC(=O)OCC#C (propargyl chloroformate), O (Water). Solvent: C(Cl)Cl (methylene chloride). Reaction conditions: time 15 hour. Product: C(#N)C1=CC=C(OCC(C)NC([C@@H](NC(=O)OCC#C)C(C)C)=O)C=C1 (N1 -[2-(4-cyanophenoxy)-1-methylethyl]-N2 -propargyloxycarbonyl-L-valinamide), powder. Yield: 78.0%. Reaction SMILES: CN1CCOCC1.Cl[C:9]([O:11][CH2:12][C:13]#[CH:14])=[O:10].[C:15]([C:17]1[CH:34]=[CH:33][C:20]([O:21][CH2:22][CH:23]([NH:25][C:26](=[O:32])[C@H:27]([CH:29]([CH3:31])[CH3:30])[NH2:28])[CH3:24])=[CH:19][CH:18]=1)#[N:16].O>C(Cl)Cl>[C:15]([C:17]1[CH:18]=[CH:19][C:20]([O:21][CH2:22][CH:23]([NH:25][C:26](=[O:32])[C@H:27]([CH:29]([CH3:30])[CH3:31])[NH:28][C:9]([O:11][CH2:12][C:13]#[CH:14])=[O:10])[CH3:24])=[CH:33][CH:34]=1)#[N:16]. Procedure details: 0.2 g of N-methylmorpholine, and subsequently 0.2 g of propargyl chloroformate were added to a suspension containing 0.5 g of N1 -[2-(4-cyanophenoxy)-1-methylethyl]-L-valinamide suspended in 30 ml of methylene chloride at -15° C. The mixture was allowed to sit and warm naturally to room temperature and stirred for 15 hours at room temperature. Water was subsequently added to the reaction mixture. After the methylene chloride layer was washed with water, the organic layer was dried over anhydrous... The reactants are Cl.Cl.N1(N=CN=C1)CCN (1H-1,2,4-triazole-1ethanamine dihydrochloride), [OH-].[Na+] (sodium hydroxide), ClC=1C2=C(SC1C(=O)Cl)C=CC=C2 (3-chlorobenzo-[b]thiophene carbonyl chloride), [OH-].[Na+] (sodium hydroxide). Solvent: C(Cl)Cl (methylene chloride), C(Cl)Cl (methylene chloride). Reaction conditions: time 16 hour. Product: ClC=1C2=C(SC1C(=O)NCCN1N=CN=C1)C=CC=C2 (3-Chloro-N-[2-(1H-1,2,4-triazol-1-yl)ethyl]-benzo[b]thiophene-2-carboxamide). As a reaction SMILES: Cl.Cl.[N:3]1([CH2:8][CH2:9][NH2:10])[CH:7]=[N:6][CH:5]=[N:4]1.[OH-].[Na+].[Cl:13][C:14]1[C:15]2[CH:25]=[CH:24][CH:23]=[CH:22][C:16]=2[S:17][C:18]=1[C:19](Cl)=[O:20]>C(Cl)Cl>[Cl:13][C:14]1[C:15]2[CH:25]=[CH:24][CH:23]=[CH:22][C:16]=2[S:17][C:18]=1[C:19]([NH:10][CH2:9][CH2:8][N:3]1[CH:7]=[N:6][CH:5]=[N:4]1)=[O:20] |f:0.1.2,3.4|. Procedure details: A mixture of about 1.85 g of 1H-1,2,4-triazole-1ethanamine dihydrochloride, about 50 ml of methylene chloride, about 30 ml of 1N sodium hydroxide and about 2.3 g of 3-chlorobenzo-[b]thiophene carbonyl chloride was stirred for about 16 hours. A 50 ml portion of methylene chloride and about 5 ml of 1N sodium hydroxide were added and the layers were separated. The organic layer was washed twice with water dried and concentrated, giving the desired compound, mp 151°-152° C. Starting materials: aqueous solution, [OH-].[Na+] (sodium hydroxide), ClC1=CC=C(C=C1)CCC(SC1=CC=C(C(=O)OC)C=C1)CN1C=NC=C1 (Methyl 4-[3-(4-chlorophenyl)-1-(imidazol-1-ylmethyl)propylthio]benzoate). Solvent: CO (methanol). Reaction conditions: time 3 hour. Yields the product ClC1=CC=C(C=C1)CCC(SC1=CC=C(C(=O)[O-])C=C1)CN1C=NC=C1.[Na+] (Sodium 4-[3-(4-chlorophenyl)-1-(imidazol-1-ylmethyl)propylthio]benzoate). As a reaction SMILES: [OH-].[Na+:2].[Cl:3][C:4]1[CH:9]=[CH:8][C:7]([CH2:10][CH2:11][CH:12]([CH2:24][N:25]2[CH:29]=[CH:28][N:27]=[CH:26]2)[S:13][C:14]2[CH:23]=[CH:22][C:17]([C:18]([O:20]C)=[O:19])=[CH:16][CH:15]=2)=[CH:6][CH:5]=1>CO>[Cl:3][C:4]1[CH:9]=[CH:8][C:7]([CH2:10][CH2:11][CH:12]([CH2:24][N:25]2[CH:29]=[CH:28][N:27]=[CH:26]2)[S:13][C:14]2[CH:23]=[CH:22][C:17]([C:18]([O-:20])=[O:19])=[CH:16][CH:15]=2)=[CH:6][CH:5]=1.[Na+:2] |f:0.1,4.5|. Reported procedure: 360 μl of a 1N aqueous solution of sodium hydroxide were added to a solution of 34 mg of methyl 4-[3-(4-chlorophenyl)-1-(imidazol-1-ylmethyl)propylthio]benzoate (prepared as described in Example 31) in 360 μl of methanol, and the resulting mixture was stirred at room temperature for 3 hours. The reaction mixture was then treated and purified by the same method as described in Example 8, to give 21 mg of the title compound as a colorless powder. Starting materials: C(C(CCC)CCC)(=O)Cl (valproyl chloride), Cl.NC(CC(C)C)C(=O)N (DL-leucinamide hydrochloride). Yields the product C(CC)C(C(=O)NC([C@@H](N)CC(C)C)=O)CCC (N-(2-n-Propylpentanoyl)leucinamide), white crystalline solid. Isolated yield 76.3%. As a reaction SMILES: [C:1](Cl)(=[O:9])[CH:2]([CH2:6][CH2:7][CH3:8])[CH2:3][CH2:4][CH3:5].Cl.[NH2:12][CH:13]([C:18]([NH2:20])=[O:19])[CH2:14][CH:15]([CH3:17])[CH3:16]>>[CH2:3]([CH:2]([CH2:6][CH2:7][CH3:8])[C:1]([NH:20][C:18](=[O:19])[C@H:13]([CH2:14][CH:15]([CH3:17])[CH3:16])[NH2:12])=[O:9])[CH2:4][CH3:5] |f:1.2|. Procedure details: The title compound was prepared from valproyl chloride (2.0 g, 12.3 mmole) and DL-leucinamide hydrochloride (2.0 g, 12.05 mmole), according to the procedure described in Ex. 1. 2.36 g (9.2 mmole, 76%) of a white crystalline solid, mp 151°-2° C., was thus obtained. As a reaction SMILES: F[C:2]1[CH:7]=[C:6]([F:8])[CH:5]=[CH:4][C:3]=1[N+:9]([O-])=O.C([O:19][CH2:20][C@@H:21]([OH:26])[C:22]([F:25])([F:24])[F:23])C1C=CC=CC=1>>[NH2:9][C:3]1[CH:4]=[CH:5][C:6]([F:8])=[CH:7][C:2]=1[O:26][C@@H:21]([C:22]([F:25])([F:24])[F:23])[CH2:20][OH:19]. Starting materials: FC1=C(C=CC(=C1)F)[N+](=O)[O-] (2,4-difluoro-1-nitro-benzene), C(C1=CC=CC=C1)OC[C@H](C(F)(F)F)O ((2R)-3-benzyloxy-1,1,1-trifluoro-propan-2-ol). The product is NC1=C(O[C@H](CO)C(F)(F)F)C=C(C=C1)F ((2R)-2-(2-amino-5-fluoro-phenoxy)-3,3,3-trifluoro-propan-1-ol). Procedure details: Is prepared in a similar manner as intermediate III.1 from 2,4-difluoro-1-nitro-benzene and (2R)-3-benzyloxy-1,1,1-trifluoro-propan-2-ol. Starting materials: 4-lithium, 1,3-benzodioxole-4-carbonic acid, Organometallic, O1COC2=C1C=CC=C2 (1,3-benzodioxole), C(CCC)[Li] (n-butyllithium). Run in CCCCCC (hexane), C(C)OCC.CCCCCC (diethyl ether hexane). Yields the product C=1(O)C(O)=CC=CC1 (pyrocatechol), CCCCCCCCC (n-nonane). Reaction SMILES: [O:1]1[C:5]2[CH:6]=[CH:7][CH:8]=[CH:9][C:4]=2[O:3]C1.[CH2:10]([Li])[CH2:11][CH2:12][CH3:13]>CCCCCC.C(OCC)C.CCCCCC>[C:5]1([C:4](=[CH:9][CH:8]=[CH:7][CH:6]=1)[OH:3])[OH:1].[CH3:13][CH2:12][CH2:11][CH2:10][CH2:6][CH2:5][CH2:4][CH2:9][CH3:8] |f:3.4|. Reported procedure: Cabiddu et al. describe in Journal of Organometallic Chemistry 136 139-146 (1977) two competitive reactions which occur by the treatment of 1,3-benzodioxole in hexane with n-butyllithium in diethyl ether/hexane at -10° C. After carbonation of the reaction mixture the authors detected the formation of 1,3-benzodioxole-4-carbonic acid, originated from the 4-lithium compound with a yield of 41% and in addition thereto pyrocatechol and n-nonane, as a result of cleavage of the ether bond with a yield...